Dataset: the Open Reaction Database (ORD), a public repository of structured organic reaction records. Task: describe an organic reaction: reactants, conditions, products, and yield Starting materials: N(=NC(C#N)(C)C)C(C#N)(C)C (azobisisobutyronitrile), C(C)OC(=O)C1(CCCC1)C1=NC=C(C=C1)C (1-(5-methylpyridin-2-yl)cyclopentane carboxylic acid ethyl ester), C(C)OC(=O)C1(CCCC1)C1=NC=C(C=C1)C (1-(5-methylpyridin-2-yl)cyclopentane carboxylic acid ethyl ester), C1CC(=O)N(C1=O)Br (n-bromosuccinimide). Solvent: C(Cl)(Cl)(Cl)Cl (CCl4). Reaction conditions: temperature 0 celsius. The product is C(C)OC(=O)C1(CCCC1)C1=NC=C(C=C1)CBr (1-(5-bromomethylpyridin-2-yl)cyclopentanecarboxlic acid ethyl ester). Reaction SMILES: [CH2:1]([O:3][C:4]([C:6]1([C:11]2[CH:16]=[CH:15][C:14]([CH3:17])=[CH:13][N:12]=2)[CH2:10][CH2:9][CH2:8][CH2:7]1)=[O:5])[CH3:2].C1C(=O)N([Br:25])C(=O)C1.N(C(C)(C)C#N)=NC(C)(C)C#N>C(Cl)(Cl)(Cl)Cl>[CH2:1]([O:3][C:4]([C:6]1([C:11]2[CH:16]=[CH:15][C:14]([CH2:17][Br:25])=[CH:13][N:12]=2)[CH2:7][CH2:8][CH2:9][CH2:10]1)=[O:5])[CH3:2]. Reported procedure: A mixture containing the product of Step 2, above (44) (1 equiv.), n-bromosuccinimide (1.1 equiv.), CCl4 and a catalytic amount of azobisisobutyronitrile was heated at reflux for 4 hours, cooled to 0° C. and filtered through celite. The residue was washed well with CCl4 and the filtrate was concentrated and chromatographed on silica gel to yield the title compound (45).